From a dataset of the Open Reaction Database (ORD), a public repository of structured organic reaction records. describe an organic reaction: reactants, conditions, products, and yield Reactants: ester, ClC=1C(=NC2=CC=C(C=C2N1)C(=O)OC)C1=CC=CC=C1 (methyl 3-chloro-2-phenylquinoxaline-6-carboxylate), C1(=CC=CC2=CC=CC=C12)B(O)O (naphthalen-1-yl boronic acid). The product is C1(=CC=CC2=CC=CC=C12)C=1C(=NC2=CC=C(C=C2N1)C(=O)OC)C1=CC=CC=C1 (methyl 3-(naphthalen-1-yl)-2-phenylquinoxaline-6-carboxylate). Isolated yield 67.8%. As a reaction SMILES: Cl[C:2]1[C:3]([C:16]2[CH:21]=[CH:20][CH:19]=[CH:18][CH:17]=2)=[N:4][C:5]2[C:10]([N:11]=1)=[CH:9][C:8]([C:12]([O:14][CH3:15])=[O:13])=[CH:7][CH:6]=2.[C:22]1(B(O)O)[C:31]2[C:26](=[CH:27][CH:28]=[CH:29][CH:30]=2)[CH:25]=[CH:24][CH:23]=1>>[C:30]1([C:2]2[C:3]([C:16]3[CH:21]=[CH:20][CH:19]=[CH:18][CH:17]=3)=[N:4][C:5]3[C:10]([N:11]=2)=[CH:9][C:8]([C:12]([O:14][CH3:15])=[O:13])=[CH:7][CH:6]=3)[C:31]2[C:26](=[CH:25][CH:24]=[CH:23][CH:22]=2)[CH:27]=[CH:28][CH:29]=1. Reported procedure: The ester product was obtained via a Suzuki coupling reaction using the method previously shown in Example 13, Step 6, using methyl 3-chloro-2-phenylquinoxaline-6-carboxylate (100 mg, 0.34 mmol, 1.00 equiv) and naphthalen-1-yl boronic acid (63 mg, 0.37 mmol, 1.10 equiv) as reactants. Purification via silica gel column (ethyl acetate/petroleum ether (1:20)) afforded 90 mg (69%) of methyl 3-(naphthalen-1-yl)-2-phenylquinoxaline-6-carboxylate as a yellow powder. The reactants are O.C(CCC)OC1=C(C=CC=C1)C(=O)C=O (2-n-butoxyphenylglyoxal hydrate), CC(CC1=CC2=C(C=C1)OCO2)(C)N (α,α-dimethyl-3,4-methylenedioxyphenethylamine). The solvent is CS(=O)C (dimethylsulfoxide), CS(=O)C (dimethylsulfoxide). Run at time 45 minute. Product: CC(CC1=CC2=C(C=C1)OCO2)(C)N=C(C(=O)C2=CC=CC=C2)OCCCC (α-(α,α-dimethyl-3,4-methylenedioxyphenethylimino)-2-n-butoxyacetophenone). Reaction SMILES: O.C(O[C:7]1[CH:12]=[CH:11][CH:10]=[CH:9][C:8]=1[C:13]([CH:15]=[O:16])=[O:14])CCC.[CH3:17][C:18]([NH2:30])([CH3:29])[CH2:19][C:20]1[CH:25]=[CH:24][C:23]2[O:26][CH2:27][O:28][C:22]=2[CH:21]=1>CS(C)=O>[CH3:29][C:18]([N:30]=[C:15]([O:16][CH2:12][CH2:7][CH2:8][CH3:9])[C:13]([C:8]1[CH:7]=[CH:12][CH:11]=[CH:10][CH:9]=1)=[O:14])([CH3:17])[CH2:19][C:20]1[CH:25]=[CH:24][C:23]2[O:26][CH2:27][O:28][C:22]=2[CH:21]=1 |f:0.1|. Procedure: A mixture of 700 mg of 2-n-butoxyphenylglyoxal hydrate, 500 mg of α,α-dimethyl-3,4-methylenedioxyphenethylamine and 1.5 ml of dimethylsulfoxide is stirred at room temperature for 45 minutes, whereby a solution of α-(α,α-dimethyl-3,4-methylenedioxyphenethylimino)-2-n-butoxyacetophenone in dimethylsulfoxide is obtained.